The task is: describe an organic reaction: reactants, conditions, products, and yield. This data is from the Open Reaction Database (ORD), a public repository of structured organic reaction records. The reactants are ClC1=CC=2C(C=C1)=NC1=C3C2C=CC=C3N(C=3C=CC=CC13)C (3-chloro-8-methyl-8H-quino[4,3,2-kl]acridine), ClC1=CC=2C(C=C1)=NC1=C3C2C=CC=C3N(C=3C=CC=CC13)C (3-Chloro-8-methyl-8H-quino[4,3,2-kl]acridine), C(C=C)(=O)N (acrylamide). Product: CN1C=2C=CC=CC2C2=C3C(C=CC=C13)=C1C=C(C=CC1=N2)/C=C/C(=O)N ((E)-3-(8-Methyl-8H-quino[4,3,2-kl]acridin-3-yl)acrylamide). The yield is 91.0%. RXN SMILES: Cl[C:2]1[CH:7]=[CH:6][C:5]2=[N:8][C:9]3[C:22]4[CH:21]=[CH:20][CH:19]=[CH:18][C:17]=4[N:16]([CH3:23])[C:15]4[C:10]=3[C:11]([CH:12]=[CH:13][CH:14]=4)=[C:4]2[CH:3]=1.[C:24]([NH2:28])(=[O:27])[CH:25]=[CH2:26]>>[CH3:23][N:16]1[C:15]2[C:10]3[C:11](=[C:4]4[C:5](=[N:8][C:9]=3[C:22]3[CH:21]=[CH:20][CH:19]=[CH:18][C:17]1=3)[CH:6]=[CH:7][C:2](/[CH:26]=[CH:25]/[C:24]([NH2:28])=[O:27])=[CH:3]4)[CH:12]=[CH:13][CH:14]=2. Reported procedure: The general procedure (Method M) applied to 3-chloro-8-methyl-8H-quino[4,3,2-kl]acridine, 28 (100 mg, 0.32 mmol) and acrylamide (46 mg, 2 eq) gave the title compound (102 mg, 0.29 mmol, 91%). The reactants are C[Mg]Br (Methyl magnesium bromide), C(C)(C)(C)C=1N=C(SC1)C=1OC2=C(C1)C=C(C=C2)C=O (4-tert-butyl-2-(5-formylbenzofuran-2-yl)thiazole), Cl (hydrochloric acid), ice water. Run in O1CCCC1 (tetrahydrofuran), O1CCCC1 (tetrahydrofuran). Run at time 15 minute. Product: C(C)(C)(C)C=1N=C(SC1)C=1OC2=C(C1)C=C(C=C2)C(C)O (4-tert-butyl-2-[5-(1-hydroxyethyl) benzofuran-2-yl]thiazole). RXN SMILES: [CH3:1][Mg]Br.[C:4]([C:8]1[N:9]=[C:10]([C:13]2[O:14][C:15]3[CH:21]=[CH:20][C:19]([CH:22]=[O:23])=[CH:18][C:16]=3[CH:17]=2)[S:11][CH:12]=1)([CH3:7])([CH3:6])[CH3:5].Cl>O1CCCC1>[C:4]([C:8]1[N:9]=[C:10]([C:13]2[O:14][C:15]3[CH:21]=[CH:20][C:19]([CH:22]([OH:23])[CH3:1])=[CH:18][C:16]=3[CH:17]=2)[S:11][CH:12]=1)([CH3:7])([CH3:5])[CH3:6]. Procedure details: Methyl magnesium bromide (1M) in tetrahydrofuran (12.6 ml) was added dropwise over 30 minutes to a solution of 4-tert-butyl-2-(5-formylbenzofuran-2-yl)thiazole (3.0 g) in tetrahydrofuran (30 ml) under ice-cooling. After being stirred at same temperature for 15 minutes, the reaction mixture was poured into ice-water. The mixture was neutralized with diluted hydrochloric acid and extracted with ethyl acetate. The extract was washed with water and brine, dried over magnesium sulfate and evaporated ... The reactants are O=C1OC(=O)c2cscc21, O=C(n1ccnc1)n1ccnc1, C1CCOC1, CN(C)c1ccncc1, CC1(N)CCC(=O)NC1=O. Product: CC1(N2C(=O)c3cscc3C2=O)CCC(=O)NC1=O. RXN SMILES: [C:1]1(=[O:10])[O:2][C:3](=[O:9])[c:4]2[c:5]1[cH:6][s:7][cH:8]2.[C:21]([n:22]1[cH:23][cH:24][n:25][cH:26]1)([n:27]1[cH:28][cH:29][n:30][cH:31]1)=[O:32].[CH2:33]1[O:34][CH2:35][CH2:36][CH2:37]1.[CH3:38][N:39]([c:40]1[cH:41][cH:42][n:43][cH:44][cH:45]1)[CH3:46].[NH2:11][C:12]1([CH3:20])[C:13](=[O:19])[NH:14][C:15](=[O:18])[CH2:16][CH2:17]1>>[C:1]1(=[O:10])[c:5]2[c:4]([cH:8][s:7][cH:6]2)[C:3](=[O:9])[N:11]1[C:12]1([CH3:20])[C:13](=[O:19])[NH:14][C:15](=[O:18])[CH2:16][CH2:17]1. Reactants: BrCCCC1OCCOC1CC1COCCO1, CCC(C)=O, [I-], [K+], c1ccncc1. Product: ICCCC1OCCOC1CC1COCCO1. As a reaction SMILES: [Br:1][CH2:2][CH2:3][CH2:4][CH:5]1[CH:6]([CH2:7][CH:8]2[CH2:9][O:10][CH2:11][CH2:12][O:13]2)[O:14][CH2:15][CH2:16][O:17]1.[CH3:26][CH2:27][C:28](=[O:29])[CH3:30].[I-:19].[K+:18].[cH:20]1[cH:21][cH:22][n:23][cH:24][cH:25]1>>[CH2:2]([CH2:3][CH2:4][CH:5]1[CH:6]([CH2:7][CH:8]2[CH2:9][O:10][CH2:11][CH2:12][O:13]2)[O:14][CH2:15][CH2:16][O:17]1)[I:19]. Reactants: FC(C(=O)O)(F)F (Trifluoroacetic acid), solution, [Si](C)(C)(C(C)(C)C)OC1CN(CC=2N(C3=C(C=NC4=CC=CC=C34)N2)C1)C(=O)OC(C)(C)C (tert-butyl 11-{[tert-butyl(dimethyl)silyl]oxy}-11,12-dihydro-8H-[1,4]diazepino[1′,2′:1,2]imidazo[4,5-c]quinoline-9(10H)-carboxylate). The solvent is ClCCl (dichloromethane). Run at time 75 minute. The product is [Si](C)(C)(C(C)(C)C)OC1CNCC=2N(C3=C(C=NC4=CC=CC=C34)N2)C1 (11-{[tert-butyl(dimethyl)silyl]oxy}-9,10,11,12-tetrahydro-8H-[1,4]diazepino[1′,2′:1,2]imidazo[4,5-c]quinoline). As a reaction SMILES: FC(F)(F)C(O)=O.[Si:8]([O:15][CH:16]1[CH2:33][N:21]2[C:22]3[C:31]4[C:26](=[CH:27][CH:28]=[CH:29][CH:30]=4)[N:25]=[CH:24][C:23]=3[N:32]=[C:20]2[CH2:19][N:18](C(OC(C)(C)C)=O)[CH2:17]1)([C:11]([CH3:14])([CH3:13])[CH3:12])([CH3:10])[CH3:9]>ClCCl>[Si:8]([O:15][CH:16]1[CH2:33][N:21]2[C:22]3[C:31]4[C:26](=[CH:27][CH:28]=[CH:29][CH:30]=4)[N:25]=[CH:24][C:23]=3[N:32]=[C:20]2[CH2:19][NH:18][CH2:17]1)([C:11]([CH3:12])([CH3:13])[CH3:14])([CH3:10])[CH3:9]. Procedure: Trifluoroacetic acid (500 mL of a 10% solution in dichloromethane) was added to tert-butyl 11-{[tert-butyl(dimethyl)silyl]oxy}-11,12-dihydro-8H-[1,4]diazepino[1′,2′:1,2]imidazo[4,5-c]quinoline-9(10H)-carboxylate (9.23 g, 19.7 mmol), and the reaction was stirred at ambient temperature for 75 minutes. The solvent was removed under reduced pressure, and the residue was shaken with triethylamine (300 mL) and dichloromethane. The solution was concentrated under reduced pressure, and the product was d... Reactants: [N+](=O)([O-])C1=CC=C(COC(=O)N2CC=3N(CC2)N=C(C3)CO)C=C1 (2-hydroxymethyl-6,7-dihydro-4H-pyrazolo[1,5-a]pyrazine-5-carboxylic acid 4-nitrobenzyl ester). The reagents and catalysts are [Pd] (Pd—C). The solvent is CO (Methanol). Conditions: time 2 hour. Product: N1=C(C=C2N1CCNC2)CO ((4,5,6,7-Tetrahydropyrazolo[1,5-a]pyrazin-2-yl)-methanol), solid. Isolated yield 98.0%. Reaction SMILES: [N+](C1C=CC(COC([N:12]2[CH2:17][CH2:16][N:15]3[N:18]=[C:19]([CH2:21][OH:22])[CH:20]=[C:14]3[CH2:13]2)=O)=CC=1)([O-])=O>[Pd].CO>[N:18]1[N:15]2[CH2:16][CH2:17][NH:12][CH2:13][C:14]2=[CH:20][C:19]=1[CH2:21][OH:22]. Procedure: Methanol (150 ml) was added to the mixture of 2-hydroxymethyl-6,7-dihydro-4H-pyrazolo[1,5-a]pyrazine-5-carboxylic acid 4-nitrobenzyl ester (Example 25) (2.38 g) and 10% Pd—C (50% wet, 1.19 g). The reaction mixture was stirred for 2 hours under a hydrogen atmosphere. The mixture was filtered and concentrated under reduced pressure. The residue was applied to silica-gel column chromatography, then the column was eluted with 50% methanol in chloroform. The titled compound was obtained as a white so... The reactants are CN(C)c1ccncc1, ClCCl, OCCCCCCCCCCCCCCCc1ccc(I)cc1, Cc1ccc(S(=O)(=O)Cl)cc1. Yields the product Cc1ccc(S(=O)(=O)OCCCCCCCCCCCCCCCc2ccc(I)cc2)cc1. RXN SMILES: [CH3:35][N:36]([CH3:37])[c:38]1[cH:39][cH:40][n:41][cH:42][cH:43]1.[Cl:44][CH2:45][Cl:46].[I:1][c:2]1[cH:3][cH:4][c:5]([CH2:8][CH2:9][CH2:10][CH2:11][CH2:12][CH2:13][CH2:14][CH2:15][CH2:16][CH2:17][CH2:18][CH2:19][CH2:20][CH2:21][CH2:22][OH:23])[cH:6][cH:7]1.[S:24](=[O:25])(=[O:26])([c:27]1[cH:28][cH:29][c:30]([CH3:31])[cH:32][cH:33]1)[Cl:34]>>[I:1][c:2]1[cH:3][cH:4][c:5]([CH2:8][CH2:9][CH2:10][CH2:11][CH2:12][CH2:13][CH2:14][CH2:15][CH2:16][CH2:17][CH2:18][CH2:19][CH2:20][CH2:21][CH2:22][O:23][S:24](=[O:25])(=[O:26])[c:27]2[cH:28][cH:29][c:30]([CH3:31])[cH:32][cH:33]2)[cH:6][cH:7]1. The reactants are Cc1ccsc1-n1oc(=O)n(CO)c1=O, Cc1ccccc1, ClC(Cl)Cl, O=S(Cl)Cl. Yields the product Cc1ccsc1-n1oc(=O)n(CCl)c1=O. Reaction SMILES: [CH3:1][c:2]1[c:3](-[n:7]2[o:8][c:9](=[O:15])[n:10]([CH2:13][OH:14])[c:11]2=[O:12])[s:4][cH:5][cH:6]1.[CH3:24][c:25]1[cH:26][cH:27][cH:28][cH:29][cH:30]1.[CH:20]([Cl:21])([Cl:22])[Cl:23].[S:16]([Cl:17])([Cl:18])=[O:19]>>[CH3:1][c:2]1[c:3](-[n:7]2[o:8][c:9](=[O:15])[n:10]([CH2:13][Cl:18])[c:11]2=[O:12])[s:4][cH:5][cH:6]1. The reactants are COC1=C(C=CC=C1OC1=CC=CC=C1)CC(=O)O (2-(2-methoxy-3-phenoxyphenyl)acetic acid), OC1=C(C=CC=C1OC1=CC=CC=C1)CC(=O)O (2-(2-hydroxy-3-phenoxyphenyl)acetic acid). Run in C(C)(=O)OC(C)=O (acetic anhydride), C(C)(=O)OC(C)=O (acetic anhydride), I (hydriodic acid). Yields the product O(C1=CC=CC=C1)C1=CC=CC=2CC(OC21)=O (7-phenoxy-2,3-dihydrobenzofuran-2-one). The yield is 51.6%. As a reaction SMILES: CO[C:3]1[C:8]([O:9][C:10]2[CH:15]=[CH:14][CH:13]=[CH:12][CH:11]=2)=[CH:7][CH:6]=[CH:5][C:4]=1[CH2:16][C:17]([OH:19])=[O:18].OC1C(OC2C=CC=CC=2)=CC=CC=1CC(O)=O>C(OC(=O)C)(=O)C.I>[O:9]([C:8]1[C:3]2[O:19][C:17](=[O:18])[CH2:16][C:4]=2[CH:5]=[CH:6][CH:7]=1)[C:10]1[CH:11]=[CH:12][CH:13]=[CH:14][CH:15]=1. Procedure details: A solution of 2-(2-methoxy-3-phenoxyphenyl)acetic acid (2.1 g) in acetic anhydride (10 ml) and hydriodic acid (55-58%, 20 ml) were treated in a similar manner to that of Example 10-(7). To the resultant oily residue containing 2-(2-hydroxy-3-phenoxyphenyl)acetic acid was added acetic anhydride (5 ml), and the mixture was refluxed under heating for 30 minutes and then evaporated. The oily residue (1.5 g) was purified by column chromatography (silica gel, benzene) and crystallization from ethanol ...